From a dataset of the Open Reaction Database (ORD), a public repository of structured organic reaction records. describe an organic reaction: reactants, conditions, products, and yield Starting materials: [OH-].[Na+] (NaOH), CC1=NNC2=CC=C(C=C12)C(=O)OC (methyl 3-methyl-1H-indazole-5-carboxylate). Solvent: CO (MeOH). Run at temperature 70 celsius, time 6 hour. The product is CC1=NNC2=CC=C(C=C12)C(=O)O (3-Methyl-1H-indazole-5-carboxylic acid). Reaction SMILES: [OH-].[Na+].[CH3:3][C:4]1[C:12]2[C:7](=[CH:8][CH:9]=[C:10]([C:13]([O:15]C)=[O:14])[CH:11]=2)[NH:6][N:5]=1>CO>[CH3:3][C:4]1[C:12]2[C:7](=[CH:8][CH:9]=[C:10]([C:13]([OH:15])=[O:14])[CH:11]=2)[NH:6][N:5]=1 |f:0.1|. Reported procedure: Aqueous 5N NaOH (4 ml, 20.00 mmol) was added to a stirred solution of methyl 3-methyl-1H-indazole-5-carboxylate (1.02 g, 5.36 mmol) in MeOH (10 ml) and the mixture was stirred at 70° C. for 6 h. The mixture was cooled, and the solvent was evaporated under reduced pressure. The mixture was diluted with H2O, and aqueous 5N HCl (4 ml) was added to the mixture with stirring, the resulted precipitate was filtered and dried over at 50° C. overnight to give intended compound as a brown solid. The reactants are O (water), Cl (hydrochloric acid), C(C=C)OC=1C(=CC(=C(C1)N1C(N(C(=CC1=O)C(F)(F)F)C)=O)F)Br (3-(5-Allyloxy-4-bromo-2-fluorophenyl)-1-methyl-6-trifluoromethyl-2,4(1H,3H)-pyrimidinedione), C(C)N(C1=CC=CC=C1)CC (N,N-diethylaniline). Product: C(C=C)C1=C(C(=CC(=C1O)Br)F)N1C(N(C(=CC1=O)C(F)(F)F)C)=O (3-(2-allyl-4-bromo-6-fluoro-3-hydroxyphenyl)-1-methyl-6-trifluor-omethyl-2,4(1H,3H)-pyrimidinedione). RXN SMILES: C([O:4][C:5]1[C:6]([Br:25])=[CH:7][C:8]([F:24])=[C:9]([N:11]2[C:16](=[O:17])[CH:15]=[C:14]([C:18]([F:21])([F:20])[F:19])[N:13]([CH3:22])[C:12]2=[O:23])[CH:10]=1)C=C.O.Cl.C(N(CC)[C:31]1[CH:36]=CC=C[CH:32]=1)C>>[CH2:36]([C:10]1[C:5]([OH:4])=[C:6]([Br:25])[CH:7]=[C:8]([F:24])[C:9]=1[N:11]1[C:16](=[O:17])[CH:15]=[C:14]([C:18]([F:21])([F:19])[F:20])[N:13]([CH3:22])[C:12]1=[O:23])[CH:31]=[CH2:32]. Procedure: 3-(5-Allyloxy-4-bromo-2-fluorophenyl)-1-methyl-6-trifluoromethyl-2,4(1H,3H)-pyrimidinedione (3.17 g) was dissolved in N,N-diethylaniline (11 ml) and allowed to react at 210° C. for 2.5 hours. After the completion of the reaction, the reaction solution was poured into water, and diluted hydrochloric acid was added thereto for acidification. It was extracted with ethyl acetate, washed with water, and then dried over anhydrous magnesium sulfate. Ethyl acetate was distilled off, and the resulting oi... Reactants: N1=CC=C(C2=CC=CC=C12)C(=O)O (quinoline-4-carboxylic acid), N1C(=O)C(=O)C2=CC=CC=C12 (isatin), NC1=CC=CC=C1 (aniline), ClC(C(O)O)(Cl)Cl (chloral hydrate), Cl.NO (hydroxylamine hydrochloride). Product: C1=CC=C(C=C1)NC(=O)/C=N/O (isonitrosoacetanilide). As a reaction SMILES: N1C2C(=CC=CC=2)C(C(O)=O)=CC=1.[NH:14]1[C:24]2[C:19](=[CH:20][CH:21]=[CH:22][CH:23]=2)[C:17](=O)[C:15]1=[O:16].NC1C=CC=CC=1.ClC(Cl)(Cl)C(O)O.Cl.[NH2:40][OH:41]>>[CH:21]1[CH:20]=[CH:19][C:24]([NH:14][C:15](/[CH:17]=[N:40]/[OH:41])=[O:16])=[CH:23][CH:22]=1 |f:4.5|. Reported procedure: The quinoline-4-carboxylic acid [E] can be prepared using the classical Sandmeyer isatin synthesis followed by the Pfitzinger reacton. The aniline was reacted with chloral hydrate and hydroxylamine hydrochloride to afford the substituted isonitrosoacetanilide which was cyclized using a suitable acid catalyst to afford the isatin as described in. Alternatively the isatin can be bought from commercial sources. The isatin can then be converted into the corresponding substituted quinoline-4-carboxyl... Starting materials: [Br-], CCCN1CC(C(=O)OC)CC2c3cccc4[nH]c(C=O)c(c34)CC21, C[P+](c1ccccc1)(c1ccccc1)c1ccccc1, ClC(Cl)Cl, C1CCOC1. The product is C=Cc1[nH]c2cccc3c2c1CC1C3CC(C(=O)OC)CN1CCC. As a reaction SMILES: [Br-:31].[CH3:1][O:2][C:3](=[O:4])[CH:5]1[CH2:6][N:7]([CH2:23][CH2:24][CH3:25])[CH:8]2[CH2:9][c:10]3[c:11]([CH:21]=[O:22])[nH:12][c:13]4[cH:14][cH:15][cH:16][c:17]([c:20]34)[CH:18]2[CH2:19]1.[CH3:32][P+:33]([c:34]1[cH:35][cH:36][cH:37][cH:38][cH:39]1)([c:40]1[cH:41][cH:42][cH:43][cH:44][cH:45]1)[c:46]1[cH:47][cH:48][cH:49][cH:50][cH:51]1.[CH:52]([Cl:53])([Cl:54])[Cl:55].[O:26]1[CH2:27][CH2:30][CH2:29][CH2:28]1>>[CH3:1][O:2][C:3](=[O:4])[CH:5]1[CH2:6][N:7]([CH2:23][CH2:24][CH3:25])[CH:8]2[CH2:9][c:10]3[c:11]([CH:21]=[CH2:27])[nH:12][c:13]4[cH:14][cH:15][cH:16][c:17]([c:20]34)[CH:18]2[CH2:19]1. Starting materials: C1(CC1)CN[C@@H]1CC[C@H](CC1)C(C(F)(F)F)(C(F)(F)F)O[Si](CC)(CC)CC (trans cyclopropylmethyl-[4-(2,2,2-trifluoro-1-triethylsilanyloxy-1-trifluoromethyl-ethyl)-cyclohexyl]-amine), Cl(=O)(=O)(=O)[O-].[Li+] (lithiumperchlorate), C1(=CC=CC=C1)C1CO1 ((rac) phenylethylenoxide), [NH4+].[Cl-] (NH4Cl). Solvent: C(C)#N (acetonitrile), CCOCC (Et2O). Conditions: temperature 80 celsius, time 6 hour. The product is C1(CC1)CN(CC(O)C1=CC=CC=C1)[C@@H]1CC[C@H](CC1)C(C(F)(F)F)(C(F)(F)F)O[Si](CC)(CC)CC ((rac) trans 2-{cyclopropylmethyl-[4-(2,2,2-trifluoro-1-triethylsilanyloxy-1-trifluoromethyl-ethyl)-cyclohexyl]-amino}-1-phenyl-ethanol). The yield is 40.8%. As a reaction SMILES: [CH:1]1([CH2:4][NH:5][C@H:6]2[CH2:11][CH2:10][C@H:9]([C:12]([O:21][Si:22]([CH2:27][CH3:28])([CH2:25][CH3:26])[CH2:23][CH3:24])([C:17]([F:20])([F:19])[F:18])[C:13]([F:16])([F:15])[F:14])[CH2:8][CH2:7]2)[CH2:3][CH2:2]1.Cl([O-])(=O)(=O)=O.[Li+].[C:35]1([CH:41]2[O:43][CH2:42]2)[CH:40]=[CH:39][CH:38]=[CH:37][CH:36]=1.[NH4+].[Cl-]>C(#N)C.CCOCC>[CH:1]1([CH2:4][N:5]([C@H:6]2[CH2:7][CH2:8][C@H:9]([C:12]([O:21][Si:22]([CH2:25][CH3:26])([CH2:27][CH3:28])[CH2:23][CH3:24])([C:13]([F:16])([F:15])[F:14])[C:17]([F:18])([F:19])[F:20])[CH2:10][CH2:11]2)[CH2:42][CH:41]([C:35]2[CH:40]=[CH:39][CH:38]=[CH:37][CH:36]=2)[OH:43])[CH2:2][CH2:3]1 |f:1.2,4.5|. Procedure details: A solution of 100 mg (0.23 mmol) of trans cyclopropylmethyl-[4-(2,2,2-trifluoro-1-triethylsilanyloxy-1-trifluoromethyl-ethyl)-cyclohexyl]-amine (example 24.2) in 0.5 mL of acetonitrile was treated with 41 mg (0.38 mmol) of lithiumperchlorate and 46 mg (0.38 mmol) of (rac) phenylethylenoxide. The mixture was stirred in a sealed tube at 80° C. for 6 hrs and distributed between a saturated aqueous solution of NH4Cl and Et2O. Drying of the combined organic phases over Na2SO4, evaporation of the solv... The reactants are NC1=CC=C2C(=N1)C(=CN2)C=2CCN(CC2)CC (5-amino-3-(1-ethyl-1,2,3,6-tetrahydropyridin-4-yl)pyrrolo[3,2-b]pyridine), FC1=CC=C(C(=O)Cl)C=C1 (4-fluorobenzoyl chloride). Product: FC1=CC=C(C(=O)NC2=CC=C3C(=N2)C(=CN3)C=3CCN(CC3)CC)C=C1 (5-(N-[4-fluorobenzoyl]amino)-3-(1-ethyl-1,2,3,6-tetrahydropyridin-4-yl)pyrrolo[3,2-b]pyridine). As a reaction SMILES: [NH2:1][C:2]1[N:7]=[C:6]2[C:8]([C:11]3[CH2:12][CH2:13][N:14]([CH2:17][CH3:18])[CH2:15][CH:16]=3)=[CH:9][NH:10][C:5]2=[CH:4][CH:3]=1.[F:19][C:20]1[CH:28]=[CH:27][C:23]([C:24](Cl)=[O:25])=[CH:22][CH:21]=1>>[F:19][C:20]1[CH:28]=[CH:27][C:23]([C:24]([NH:1][C:2]2[N:7]=[C:6]3[C:8]([C:11]4[CH2:12][CH2:13][N:14]([CH2:17][CH3:18])[CH2:15][CH:16]=4)=[CH:9][NH:10][C:5]3=[CH:4][CH:3]=2)=[O:25])=[CH:22][CH:21]=1. Procedure details: Beginning with 0.015 gm (0.062 mMol) 5-amino-3-(1-ethyl-1,2,3,6-tetrahydropyridin-4-yl)pyrrolo[3,2-b]pyridine and 0.008 mL (0.068 mMol) 4-fluorobenzoyl chloride, the title compound was prepared essentially by the procedure described in Example 7. The reactants are COC(=O)C1=CC2=CC=C(C=C2C(=C1)O)Br (6-bromo-4-hydroxy-naphthalene-2-carboxylic acid methyl ester), C([O-])([O-])=O.[K+].[K+] (potassium carbonate), C(C)S(=O)(=O)C1=NC=C(C=C1)S(=O)(=O)CC (2,5-bis-ethanesulfonyl-pyridine), CN(C=O)C (N,N-dimethylformamide). Run in C(C)(=O)OCC (ethyl acetate). Reaction conditions: temperature 100 celsius. The product is COC(=O)C1=CC2=CC=C(C=C2C(=C1)OC1=NC=C(C=C1)S(=O)(=O)CC)Br (6-bromo-4-(5-ethanesulfonyl-pyridin-2-yloxy)-naphthalene-2-carboxylic acid methyl ester). The yield is 41.5%. As a reaction SMILES: [CH3:1][O:2][C:3]([C:5]1[CH:14]=[C:13]([OH:15])[C:12]2[C:7](=[CH:8][CH:9]=[C:10]([Br:16])[CH:11]=2)[CH:6]=1)=[O:4].C(=O)([O-])[O-].[K+].[K+].C(S([C:28]1[CH:33]=[CH:32][C:31]([S:34]([CH2:37][CH3:38])(=[O:36])=[O:35])=[CH:30][N:29]=1)(=O)=O)C.CN(C)C=O>C(OCC)(=O)C>[CH3:1][O:2][C:3]([C:5]1[CH:14]=[C:13]([O:15][C:28]2[CH:33]=[CH:32][C:31]([S:34]([CH2:37][CH3:38])(=[O:35])=[O:36])=[CH:30][N:29]=2)[C:12]2[C:7](=[CH:8][CH:9]=[C:10]([Br:16])[CH:11]=2)[CH:6]=1)=[O:4] |f:1.2.3|. Procedure: A mixture of 6-bromo-4-hydroxy-naphthalene-2-carboxylic acid methyl ester (423 mg, 1.5 mmol), potassium carbonate (414 mg, 3 mmol), 2,5-bis-ethanesulfonyl-pyridine (420 mg, 1.6 mmol) and N,N-dimethylformamide (4 mL) was vigorously stirred and heated at 100° C. overnight under an argon atmosphere, then cooled to room temperature, and diluted with ethyl acetate (10 mL). The resulting mixture was washed with water (10 mL×3). The combined aqueous layers were extracted with ethyl acetate (10 mL). The...